Dataset: the Open Reaction Database (ORD), a public repository of structured organic reaction records. Task: describe an organic reaction: reactants, conditions, products, and yield Reactants: FC1=C(C=CC(=C1)C=1C=C2C(=NC1)NC=C2)C2=CCN(CC2)C(=O)OC(C)(C)C (tert-butyl 4-(2-fluoro-4-(1H-pyrrolo[2,3-b]pyridin-5-yl)phenyl)-5,6-dihydropyridine-1(2H)-carboxylate). Reagents/catalysts: [OH-].[Pd+2].[OH-] (palladium hydroxide). Solvent: C(C)(=O)OCC.CO (ethyl acetate methanol). Conditions: time 7 day. Yields the product FC1=C(C=CC(=C1)C=1C=C2C(=NC1)NC=C2)C2CCN(CC2)C(=O)OC(C)(C)C (tert-butyl 4-(2-fluoro-4-(1H-pyrrolo[2,3-b]pyridin-5-yl)phenyl)piperidine-1-carboxylate). Isolated yield 99.4%. As a reaction SMILES: [F:1][C:2]1[CH:7]=[C:6]([C:8]2[CH:9]=[C:10]3[CH:16]=[CH:15][NH:14][C:11]3=[N:12][CH:13]=2)[CH:5]=[CH:4][C:3]=1[C:17]1[CH2:22][CH2:21][N:20]([C:23]([O:25][C:26]([CH3:29])([CH3:28])[CH3:27])=[O:24])[CH2:19][CH:18]=1>C(OCC)(=O)C.CO.[OH-].[Pd+2].[OH-]>[F:1][C:2]1[CH:7]=[C:6]([C:8]2[CH:9]=[C:10]3[CH:16]=[CH:15][NH:14][C:11]3=[N:12][CH:13]=2)[CH:5]=[CH:4][C:3]=1[CH:17]1[CH2:22][CH2:21][N:20]([C:23]([O:25][C:26]([CH3:29])([CH3:28])[CH3:27])=[O:24])[CH2:19][CH2:18]1 |f:1.2,3.4.5|. Reported procedure: To a solution of tert-butyl 4-(2-fluoro-4-(1H-pyrrolo[2,3-b]pyridin-5-yl)phenyl)-5,6-dihydropyridine-1(2H)-carboxylate (320 mg, 0.814 mmol) in ethyl acetate/methanol 20/20 mL was added palladium hydroxide (160 mg) and stirred under hydrogen atmosphere for 7 days. The catalyst was filtered through celite and the solvent was distilled off to get 320 mg (99.37% yield) of the titled compound. MS: m/z=396.3 (M+1). Starting materials: Cl (hydrochloric acid), COC1=C(C=C(C#N)C=C1)OC1COCC1OC (4-methoxy-3-(4-methoxytetrahydrofuran-3-yloxy)benzonitrile), [OH-].[K+] (potassium hydroxide), O (water). Run in OCC(O)CO (glycerol). Conditions: time 1 hour. Yields the product COC1=C(C=C(C(=O)O)C=C1)OC1COCC1OC (4-Methoxy-3-(4-methoxytetrahydrofuran-3-yloxy)benzoic acid). RXN SMILES: [CH3:1][O:2][C:3]1[CH:10]=[CH:9][C:6]([C:7]#N)=[CH:5][C:4]=1[O:11][CH:12]1[CH:16]([O:17][CH3:18])[CH2:15][O:14][CH2:13]1.[OH-:19].[K+].[OH2:21].Cl>OCC(CO)O>[CH3:1][O:2][C:3]1[CH:10]=[CH:9][C:6]([C:7]([OH:21])=[O:19])=[CH:5][C:4]=1[O:11][CH:12]1[CH:16]([O:17][CH3:18])[CH2:15][O:14][CH2:13]1 |f:1.2|. Procedure: 2.0 g (8.0 mmol) of 4-methoxy-3-(4-methoxytetrahydrofuran-3-yloxy)benzonitrile (A6) and 4.2 g (80.0 mmol) of potassium hydroxide are heated at 140° C. for 3 h in 20 ml of glycerol. The mixture is treated with 50 ml of water and acidified by dropwise addition of 40 ml of 2 N hydrochloric acid with ice-cooling. It is subsequently stirred for 1 h, filtered and the precipitate is washed with ice water. 1.79 g of the title compound of m.p. 166-168° C. are obtained. Reactants: CCOc1ccc(C2(CC(O)Cc3cccc(Oc4ccccc4)c3)CC2)cc1, CC(C)=O, O. Product: CCOc1ccc(C2(CC(=O)Cc3cccc(Oc4ccccc4)c3)CC2)cc1. Reaction SMILES: [CH2:1]([CH3:2])[O:3][c:4]1[cH:5][cH:6][c:7]([C:10]2([CH2:13][CH:14]([CH2:15][c:16]3[cH:17][c:18]([O:22][c:23]4[cH:24][cH:25][cH:26][cH:27][cH:28]4)[cH:19][cH:20][cH:21]3)[OH:29])[CH2:11][CH2:12]2)[cH:8][cH:9]1.[CH3:30][C:31](=[O:32])[CH3:33].[OH2:34]>>[CH2:1]([CH3:2])[O:3][c:4]1[cH:5][cH:6][c:7]([C:10]2([CH2:13][C:14]([CH2:15][c:16]3[cH:17][c:18]([O:22][c:23]4[cH:24][cH:25][cH:26][cH:27][cH:28]4)[cH:19][cH:20][cH:21]3)=[O:29])[CH2:11][CH2:12]2)[cH:8][cH:9]1. Starting materials: ester, BrCCC(=O)OCC (Ethyl 3-bromopropionate), N1N=NN=C1C=1C=CC=2C(C3=CC=CC=C3S(C2C1)(=O)=O)=O (3-(5-tetrazolyl)thioxanthone-10,10-dioxide), [OH-].[Na+] (sodium hydroxide). The solvent is CC(=O)C (acetone), O (water). Yields the product C(=O)(O)CCN1N=NN=C1C=1C=CC=2C(C3=CC=CC=C3S(C2C1)(=O)=O)=O (3-((2-Carboxyethyl)-5-tetrazolyl)thioxanthone-10,10-dioxide). As a reaction SMILES: Br[CH2:2][CH2:3][C:4]([O:6]CC)=[O:5].[NH:9]1[C:13]([C:14]2[CH:15]=[CH:16][C:17]3[C:18](=[O:30])[C:19]4[C:24]([S:25](=[O:29])(=[O:28])[C:26]=3[CH:27]=2)=[CH:23][CH:22]=[CH:21][CH:20]=4)=[N:12][N:11]=[N:10]1.[OH-].[Na+]>CC(C)=O.O>[C:4]([CH2:3][CH2:2][N:9]1[C:13]([C:14]2[CH:15]=[CH:16][C:17]3[C:18](=[O:30])[C:19]4[C:24]([S:25](=[O:28])(=[O:29])[C:26]=3[CH:27]=2)=[CH:23][CH:22]=[CH:21][CH:20]=4)=[N:12][N:11]=[N:10]1)([OH:6])=[O:5] |f:2.3|. Reported procedure: Ethyl 3-bromopropionate (9.05 g) in acetone (70 ml) was added to 3-(5-tetrazolyl)thioxanthone-10,10-dioxide (15.6 g) and sodium hydroxide (2.0 g) in water (15 ml). The mixture was boiled under reflux for 8 hr. On cooling the ester product crystallised out and was filtered off, washed with dilute sodium bicarbonate solution, and recrystallised from ethanol, m.p. 143°-145° C. The ester (4.5 g) was boiled with a mixture of concentrated hydrochloric acid (40 ml) and acetic acid (120 ml) for 3 hr. On... The reactants are CC(CO)CCCC(CCCC(C)C)C ((±)-2,6,10-trimethylundecan-1-ol), Br (HBr). The product is BrCC(CCCC(CCCC(C)C)C)C ((±)-1-bromo-2,6,10-trimethylundecane). Reaction SMILES: [CH3:1][CH:2]([CH2:5][CH2:6][CH2:7][CH:8]([CH3:15])[CH2:9][CH2:10][CH2:11][CH:12]([CH3:14])[CH3:13])[CH2:3]O.[BrH:16]>>[Br:16][CH2:3][CH:2]([CH3:1])[CH2:5][CH2:6][CH2:7][CH:8]([CH3:15])[CH2:9][CH2:10][CH2:11][CH:12]([CH3:14])[CH3:13]. Reported procedure: A 21.44 g (0.10 mol) portion of (±)-2,6,10-trimethylundecan-1-ol was stirred and heated to 140°C as HBr gas was bubbled through the liquid for 4.0 hr. The two-phase mixture was cooled, diluted with petroleum ether (B.P. 30°-60°C) and washed with H2O, saturated aqueous NaHCO3 solution and brine. The solution was filtered through 100 g of Woelm neutral alumina III, stripped of solvent, and distilled to give (±)-1-bromo-2,6,10-trimethylundecane as a colorless liquid: bp 97°-99°C/0.10 mmHg. Starting materials: amide, NCCNCCN (diethylenetriamine), C(CC(=O)C)(=O)OC (methyl acetoacetate), C(CCCCCCC\C=C/CCCCCCCC)(=O)O (oleic acid). Yields the product C(CCCCCCC\C=C/CCCCCCCC)(=O)NCCN1CCN=C(CC1=O)C (4-oleamidoethyl-7-methyl-3,6-dihydro-2H-1,4-diazepin-5-one). Reaction SMILES: [NH2:1][CH2:2][CH2:3][NH:4][CH2:5][CH2:6][NH2:7].[C:8]([O:14]C)(=O)[CH2:9][C:10]([CH3:12])=O.[C:16](O)(=[O:34])[CH2:17][CH2:18][CH2:19][CH2:20][CH2:21][CH2:22][CH2:23]/[CH:24]=[CH:25]\[CH2:26][CH2:27][CH2:28][CH2:29][CH2:30][CH2:31][CH2:32][CH3:33]>>[C:16]([NH:1][CH2:2][CH2:3][N:4]1[C:8](=[O:14])[CH2:9][C:10]([CH3:12])=[N:7][CH2:6][CH2:5]1)(=[O:34])[CH2:17][CH2:18][CH2:19][CH2:20][CH2:21][CH2:22][CH2:23]/[CH:24]=[CH:25]\[CH2:26][CH2:27][CH2:28][CH2:29][CH2:30][CH2:31][CH2:32][CH3:33]. Procedure: Into an apparatus similar to that in Example 1, were charged 103.1 g (1 mole) of diethylenetriamine and 116.1 g (1 mole) of methyl acetoacetate. At 110° to 120° C. and under a reduced pressure of 70 mmHg, 18 g of water and 32 g of methanol were distilled off. Then, with the addition of 282.5 g (1 mole) of oleic acid, the amide formation was effected at 210° to 215° C. to distil off 18 g of water and to obtain 4-oleamidoethyl-7-methyl-3,6-dihydro-2H-1,4-diazepin-5-one. The reactants are C(C)N1C(CCCC1)CCC1=C(C=CC=C1)NC=O (1-ethyl-2-(2-formamidophenethyl)piperidine), Cl (HCl). Run in CO (methanol). Reaction conditions: time 24 hour. Yields the product NC1=C(CCC2N(CCCC2)CC)C=CC=C1 (2-(2-Aminophenethyl)-1-ethylpiperidine). Reaction SMILES: [CH2:1]([N:3]1[CH2:8][CH2:7][CH2:6][CH2:5][CH:4]1[CH2:9][CH2:10][C:11]1[CH:16]=[CH:15][CH:14]=[CH:13][C:12]=1[NH:17]C=O)[CH3:2].Cl>CO>[NH2:17][C:12]1[CH:13]=[CH:14][CH:15]=[CH:16][C:11]=1[CH2:10][CH2:9][CH:4]1[CH2:5][CH2:6][CH2:7][CH2:8][N:3]1[CH2:1][CH3:2]. Procedure details: A solution of 1-ethyl-2-(2-formamidophenethyl)piperidine (27.6 g., 0.11 mole), methanol (450 ml.) and concentrated HCl (100 ml.) allowed to stand for 24 hr. provides 2-(2-aminophenethyl)-1-ethylpiperidine, purified by distillation, yield 17.72 g. (69%), b.p. 107°-128° C./0.1 Torr, nD30° 1.5510. Reactants: C(C)=O (Acetaldehyde), C(CCC)[Li] (Butyllithium), C(C)(C)NC(C)C (diisopropylamine), BrC1=NC=CC=C1 (2-bromopyridine). The solvent is O1CCCC1 (tetrahydrofuran). Reaction conditions: temperature -78 celsius, time 30 minute. Yields the product BrC1=NC=CC=C1C(C)O (1-(2-bromopyridin-3-yl)ethanol). Isolated yield 36.8%. RXN SMILES: C([Li])CCC.C(NC(C)C)(C)C.[Br:13][C:14]1[CH:19]=[CH:18][CH:17]=[CH:16][N:15]=1.[CH:20](=[O:22])[CH3:21]>O1CCCC1>[Br:13][C:14]1[C:19]([CH:20]([OH:22])[CH3:21])=[CH:18][CH:17]=[CH:16][N:15]=1. Procedure: Butyllithium (1.6M in hexanes, 26.7 mL, 42.7 mmol) was added over 15 minutes to a solution of diisopropylamine (6.0 mL, 42.8 mmol) in tetrahydrofuran (45 mL) at 0 to 5° C. under nitrogen, then stirred for 30 minutes. This solution was cooled to −78° C. and 2-bromopyridine (3.45 mL, 35.8 mmol) was added. The reaction was stirred at −78° C. for 1 hour. Acetaldehyde (2 mL, 35.6 mmol) was added and the reaction stirred at −78° C. for 1 hour then quenched with saturated ammonium chloride solution and...